Dataset: the Open Reaction Database (ORD), a public repository of structured organic reaction records. Task: describe an organic reaction: reactants, conditions, products, and yield Reactants: BrC1=CC2=C(N1C(C)C)C(N(C2=O)C2=CC(=C(C=C2)F)Cl)C2=NC=C(C=C2)Cl (2-bromo-5-(3-chloro-4-fluoro-phenyl)-6-(5-chloro-pyridin-2-yl)-1-isopropyl-5,6-dihydro-1H-pyrrolo[3,4-b]pyrrol-4-one), COC1=NC(=NC=C1B1OC(C(O1)(C)C)(C)C)N (4-methoxy-5-(4,4,5,5-tetramethyl-[1,3,2]dioxaborolan-2-yl)-pyrimidin-2-ylamine), COC1=NC=C(C(=N1)OC)B(O)O (2,4-dimethoxypyrimidine-5-boronic acid), BrC1=CC2=C(N1C(C)C)C(N(C2=O)C=2C(N(C=C(C2)Cl)C)=O)C2=NC=C(C=C2)Cl (2-bromo-5-(5-chloro-1-methyl-2-oxo-1,2-dihydro-pyridin-3-yl)-6-(5-chloro-pyridin-2-yl)-1-isopropyl-5,6-dihydro-1H-pyrrolo[3,4-b]pyrrol-4-one). Product: ClC=1C=C(C=CC1F)N1C(C=2N(C(=CC2C1=O)C=1C(=NC(=NC1)OC)OC)C(C)C)C1=NC=C(C=C1)Cl (5-(3-Chloro-4-fluoro-phenyl)-6-(5-chloro-pyridin-2-yl)-2-(2,4-dimethoxy-pyrimidin-5-yl)-1-isopropyl-5,6-dihydro-1H-pyrrolo[3,4-b]pyrrol-4-one). As a reaction SMILES: Br[C:2]1[N:6]([CH:7]([CH3:9])[CH3:8])[C:5]2[CH:10]([C:22]3[CH:27]=[CH:26][C:25]([Cl:28])=[CH:24][N:23]=3)[N:11]([C:14]3[CH:19]=[CH:18][C:17]([F:20])=[C:16]([Cl:21])[CH:15]=3)[C:12](=[O:13])[C:4]=2[CH:3]=1.[CH3:29][O:30][C:31]1[N:36]=[C:35]([O:37][CH3:38])[C:34](B(O)O)=[CH:33][N:32]=1.BrC1N(C(C)C)C2C(C3C=CC(Cl)=CN=3)N(C3C(=O)N(C)C=C(Cl)C=3)C(=O)C=2C=1.COC1C(B2OC(C)(C)C(C)(C)O2)=CN=C(N)N=1>>[Cl:21][C:16]1[CH:15]=[C:14]([N:11]2[C:12](=[O:13])[C:4]3[CH:3]=[C:2]([C:34]4[C:35]([O:37][CH3:38])=[N:36][C:31]([O:30][CH3:29])=[N:32][CH:33]=4)[N:6]([CH:7]([CH3:9])[CH3:8])[C:5]=3[CH:10]2[C:22]2[CH:27]=[CH:26][C:25]([Cl:28])=[CH:24][N:23]=2)[CH:19]=[CH:18][C:17]=1[F:20]. Reported procedure: The title compound was prepared in analogy to the procedure described for Example 25 but 2-bromo-5-(3-chloro-4-fluoro-phenyl)-6-(5-chloro-pyridin-2-yl)-1-isopropyl-5,6-dihydro-1H-pyrrolo[3,4-b]pyrrol-4-one (Intermediate BL) and 2,4-dimethoxypyrimidine-5-boronic acid were used instead of 2-bromo-5-(5-chloro-1-methyl-2-oxo-1,2-dihydro-pyridin-3-yl)-6-(5-chloro-pyridin-2-yl)-1-isopropyl-5,6-dihydro-1H-pyrrolo[3,4-b]pyrrol-4-one and 4-methoxy-5-(4,4,5,5-tetramethyl-[1,3,2]dioxaborolan-2-yl)-pyrimidi...